This data is from the Open Reaction Database (ORD), a public repository of structured organic reaction records. The task is: describe an organic reaction: reactants, conditions, products, and yield Reactants: NC=1C=C(C=CC1)N1C2=C(N=C(C1=O)CC1=CC=CC=C1)C=CC=N2 (4-(3-aminophenyl)-2-benzyl-3-oxo-3,4-dihydropyrido[2,3-b]pyrazine), C1(=CC=CC=C1)N=C=S (phenylisothiocyanate). Solvent: O1CCOCC1 (1,4-dioxane). Run at temperature 80 celsius, time 4 hour. Product: C(C1=CC=CC=C1)C1=NC2=C(N(C1=O)C1=CC(=CC=C1)NC(=S)NC1=CC=CC=C1)N=CC=C2 (2-benzyl-3-oxo-4-[3-(3-(phenyl)thioureido)phenyl]-3,4-dihydropyrido[2,3-b]pyrazine). The yield is 53.4%. RXN SMILES: [NH2:1][C:2]1[CH:3]=[C:4]([N:8]2[C:13](=[O:14])[C:12]([CH2:15][C:16]3[CH:21]=[CH:20][CH:19]=[CH:18][CH:17]=3)=[N:11][C:10]3[CH:22]=[CH:23][CH:24]=[N:25][C:9]2=3)[CH:5]=[CH:6][CH:7]=1.[C:26]1([N:32]=[C:33]=[S:34])[CH:31]=[CH:30][CH:29]=[CH:28][CH:27]=1>O1CCOCC1>[CH2:15]([C:12]1[C:13](=[O:14])[N:8]([C:4]2[CH:5]=[CH:6][CH:7]=[C:2]([NH:1][C:33]([NH:32][C:26]3[CH:31]=[CH:30][CH:29]=[CH:28][CH:27]=3)=[S:34])[CH:3]=2)[C:9]2[N:25]=[CH:24][CH:23]=[CH:22][C:10]=2[N:11]=1)[C:16]1[CH:21]=[CH:20][CH:19]=[CH:18][CH:17]=1. Reported procedure: A mixture of 4-(3-aminophenyl)-2-benzyl-3-oxo-3,4-dihydropyrido[2,3-b]pyrazine (150 mg), phenylisothiocyanate (79 mg) in 1,4-dioxane (2 ml) was stirred at 80° C. for 4 hours. The precipitates were collected and washed with isopropyl ether to give 2-benzyl-3-oxo-4-[3-(3-(phenyl)thioureido)phenyl]-3,4-dihydropyrido[2,3-b]pyrazine (113 mg). Reactants: O=C(Cl)CCl, Cl, CCc1ccc(Nc2c(F)c(F)cc(F)c2F)cc1. Yields the product CCc1ccc(N(C(=O)CCl)c2c(F)c(F)cc(F)c2F)cc1. As a reaction SMILES: [Cl:20][CH2:21][C:22](=[O:23])[Cl:24].[ClH:25].[F:1][c:2]1[c:3]([NH:11][c:12]2[cH:13][cH:14][c:15]([CH2:18][CH3:19])[cH:16][cH:17]2)[c:4]([F:10])[c:5]([F:9])[cH:6][c:7]1[F:8]>>[F:1][c:2]1[c:3]([N:11]([c:12]2[cH:13][cH:14][c:15]([CH2:18][CH3:19])[cH:16][cH:17]2)[C:22]([CH2:21][Cl:20])=[O:23])[c:4]([F:10])[c:5]([F:9])[cH:6][c:7]1[F:8]. Reactants: COc1ccccc1COCCCOc1ccc(C2C(CO)CN(C(=O)OC(C)(C)C)CC2OCc2cc(OC)c3ccccc3c2)cc1, CC1(C)OCC(CO)O1, CN(C)C=O, [H-], [Na+], Cc1ccc(S(=O)(=O)O)cc1. The product is COc1ccccc1COCCCOc1ccc(C2C(COCC3COC(C)(C)O3)CN(C(=O)OC(C)(C)C)CC2OCc2cc(OC)c3ccccc3c2)cc1. As a reaction SMILES: [C:1]([CH3:2])([CH3:3])([CH3:4])[O:5][C:6](=[O:7])[N:8]1[CH2:9][CH:10]([CH2:48][OH:49])[CH:11]([c:28]2[cH:29][cH:30][c:31]([O:34][CH2:35][CH2:36][CH2:37][O:38][CH2:39][c:40]3[c:41]([O:46][CH3:47])[cH:42][cH:43][cH:44][cH:45]3)[cH:32][cH:33]2)[CH:12]([O:14][CH2:15][c:16]2[cH:17][c:18]3[cH:19][cH:20][cH:21][cH:22][c:23]3[c:24]([O:26][CH3:27])[cH:25]2)[CH2:13]1.[CH3:63][C:64]1([CH3:71])[O:65][CH2:66][CH:67]([CH2:69][OH:70])[O:68]1.[CH3:72][N:73]([CH3:74])[CH:75]=[O:76].[H-:50].[Na+:51].[c:52]1([CH3:53])[cH:54][cH:55][c:56]([S:57]([OH:58])(=[O:59])=[O:60])[cH:61][cH:62]1>>[C:1]([CH3:2])([CH3:3])([CH3:4])[O:5][C:6](=[O:7])[N:8]1[CH2:9][CH:10]([CH2:48][O:49][CH2:69][CH:67]2[CH2:66][O:65][C:64]([CH3:63])([CH3:71])[O:68]2)[CH:11]([c:28]2[cH:29][cH:30][c:31]([O:34][CH2:35][CH2:36][CH2:37][O:38][CH2:39][c:40]3[c:41]([O:46][CH3:47])[cH:42][cH:43][cH:44][cH:45]3)[cH:32][cH:33]2)[CH:12]([O:14][CH2:15][c:16]2[cH:17][c:18]3[cH:19][cH:20][cH:21][cH:22][c:23]3[c:24]([O:26][CH3:27])[cH:25]2)[CH2:13]1.